From a dataset of the Open Reaction Database (ORD), a public repository of structured organic reaction records. describe an organic reaction: reactants, conditions, products, and yield Reactants: C1(=CC=CC=C1)C1(C2=CC(=C(C=C2OC=2C=C3OC=4C=C(C(=CC4C(C3=CC12)(C(F)(F)F)C1=CC=CC=C1)C(=O)O)C(=O)O)C(=O)O)C(=O)O)C(F)(F)F (12,14-Diphenyl-12,14-bis(trifluoromethyl) -12H,14H-5,7-dioxapentacene-2,3,9,10-tetracarboxylic acid), N1=CC=CC2=CC=CC=C12 (quinoline), Cl (HCl). Reagents/catalysts: [Cu] (copper). Run in O (water). The product is C1(=CC=CC=C1)C1(C2=CC=CC=C2OC=2C=C3OC=4C=CC=CC4C(C3=CC12)(C(F)(F)F)C1=CC=CC=C1)C(F)(F)F (12,14-Diphenyl-12,14-bis(trifluoromethyl)-12H, 14H-5,7-dioxapentacene). The yield is 14.5%. Reaction SMILES: [C:1]1([C:7]2([C:51]([F:54])([F:53])[F:52])[C:28]3[CH:27]=[C:26]4[C:17]([O:18][C:19]5[CH:20]=[C:21](C(O)=O)[C:22](C(O)=O)=[CH:23][C:24]=5[C:25]4([C:33]4[CH:38]=[CH:37][CH:36]=[CH:35][CH:34]=4)[C:29]([F:32])([F:31])[F:30])=[CH:16][C:15]=3[O:14][C:13]3[C:8]2=[CH:9][C:10](C(O)=O)=[C:11](C(O)=O)[CH:12]=3)[CH:6]=[CH:5][CH:4]=[CH:3][CH:2]=1.N1C2C(=CC=CC=2)C=CC=1.Cl>O.[Cu]>[C:33]1([C:25]2([C:29]([F:31])([F:32])[F:30])[C:26]3[CH:27]=[C:28]4[C:15]([O:14][C:13]5[CH:12]=[CH:11][CH:10]=[CH:9][C:8]=5[C:7]4([C:1]4[CH:2]=[CH:3][CH:4]=[CH:5][CH:6]=4)[C:51]([F:52])([F:53])[F:54])=[CH:16][C:17]=3[O:18][C:19]3[C:24]2=[CH:23][CH:22]=[CH:21][CH:20]=3)[CH:38]=[CH:37][CH:36]=[CH:35][CH:34]=1. Procedure details: A mixture of 20 g (0.03 mole) 12,14-Diphenyl-12,14-bis(trifluoromethyl) -12H,14H-5,7-dioxapentacene-2,3,9,10-tetracarboxylic acid, 25 g copper powder and 100 ml quinoline was refluxed vigorously for 4 hours. The cooled mixture was poured into a cold solution of 30 ml concentrated HCl in 300 ml water. The product was extracted with methylene chloride, and the extracts were passed through a column of alumina, and the eluate was stripped. The residue was stirred with methanol, and was filtered yiel...